From a dataset of the Open Reaction Database (ORD), a public repository of structured organic reaction records. describe an organic reaction: reactants, conditions, products, and yield The reactants are C(C1=CC=CC=C1)OCC=1OC2=C(C1)C=C(C=C2)C(=O)O (2-(benzyloxymethyl)benzofuran-5-carboxylic acid), CC(=O)C1=C(C(=CC=C1)N)O (3-amino-2-hydroxyacetophenone). Product: C(C)(=O)C=1C(=C(C=CC1)NC(=O)C=1C=CC2=C(C=C(O2)COCC2=CC=CC=C2)C1)O (N-(3-Acetyl-2-hydroxyphenyl)-2-(benzyloxymethyl)benzofuran-5-carboxamide). The yield is 98.0%. RXN SMILES: [CH2:1]([O:8][CH2:9][C:10]1[O:11][C:12]2[CH:18]=[CH:17][C:16]([C:19]([OH:21])=O)=[CH:15][C:13]=2[CH:14]=1)[C:2]1[CH:7]=[CH:6][CH:5]=[CH:4][CH:3]=1.[CH3:22][C:23]([C:25]1[CH:30]=[CH:29][CH:28]=[C:27]([NH2:31])[C:26]=1[OH:32])=[O:24]>>[C:23]([C:25]1[C:26]([OH:32])=[C:27]([NH:31][C:19]([C:16]2[CH:17]=[CH:18][C:12]3[O:11][C:10]([CH2:9][O:8][CH2:1][C:2]4[CH:3]=[CH:4][CH:5]=[CH:6][CH:7]=4)=[CH:14][C:13]=3[CH:15]=2)=[O:21])[CH:28]=[CH:29][CH:30]=1)(=[O:24])[CH3:22]. Reported procedure: Following the process described in example 1 (point K), starting from 2-(benzyloxymethyl)benzofuran-5-carboxylic acid and 3-amino-2-hydroxyacetophenone, the title compound was prepared as a yellowish solid with melting point 92-94° C., which was purified by chromatography through a silica gel column (98% yield). Reported procedure: (±) Equatorial aminomethyl-2,2-dimethylazabicyclo[4.3.0]nonane (0.1 g, 0.0006 mole) was treated with mutilin 14-toluenesulfonyloxyacetate (0.25 g, 0.0005 mole), (K Riedl, J Antibiotics 29 (2), 133, 1976) and N,N-diisopropylethylamine (0.1 ml, 0.0006 mole) in ethanol (20 ml) and heated under reflux for 6 hours. The mixture was then concentrated in vacuo and the residue partitioned between saturated sodium hydrogen carbonate solution and dichloromethane. The organics were separated and dried (Na2S... The solvent is C(C)O (ethanol). The product is C(#N)C1CC(N2CCCC2C1)(C)C (4-cyano-2,2-dimethylazabicyclo[4.3.0]nonane). As a reaction SMILES: NC[CH:3]1[CH2:11][CH2:10][CH:9]2[N:5]([CH2:6][CH2:7][CH2:8]2)[C:4]1([CH3:13])[CH3:12].[CH:14]([N:17](CC)C(C)C)(C)C>C(O)C>[C:14]([CH:11]1[CH2:10][CH:9]2[N:5]([CH2:6][CH2:7][CH2:8]2)[C:4]([CH3:12])([CH3:13])[CH2:3]1)#[N:17]. The reactants are NCC1C(N2CCCC2CC1)(C)C (aminomethyl-2,2-dimethylazabicyclo[4.3.0]nonane), mutilin 14-toluenesulfonyloxyacetate, ( 2 ), C(C)(C)N(C(C)C)CC (N,N-diisopropylethylamine). The yield is 74.8%. The reactants are CCC(=CSc1ccccc1)C(=O)Nc1ccccc1, Cc1ccccc1, [Na], CN(C)C=O, O=S(Cl)Cl, Sc1ccccc1. The product is CCC(=CSc1ccccc1)C(=Nc1ccccc1)Sc1ccccc1. Reaction SMILES: [CH2:1]([CH3:2])[C:3]([C:4](=[O:5])[NH:6][c:7]1[cH:8][cH:9][cH:10][cH:11][cH:12]1)=[CH:13][S:14][c:15]1[cH:16][cH:17][cH:18][cH:19][cH:20]1.[CH3:25][c:26]1[cH:27][cH:28][cH:29][cH:30][cH:31]1.[Na:32].[O:40]=[CH:41][N:42]([CH3:43])[CH3:44].[S:21]([Cl:22])([Cl:23])=[O:24].[c:33]1([SH:39])[cH:34][cH:35][cH:36][cH:37][cH:38]1>>[CH2:1]([CH3:2])[C:3]([C:4](=[N:6][c:7]1[cH:8][cH:9][cH:10][cH:11][cH:12]1)[S:39][c:33]1[cH:34][cH:35][cH:36][cH:37][cH:38]1)=[CH:13][S:14][c:15]1[cH:16][cH:17][cH:18][cH:19][cH:20]1. The reactants are C(#N)CC(C)C1=C(C=C(C=C1)OC)Br (1-Cyano-2-(4-methoxy-2-bromo-phenyl)-propane), [NH2-].[Na+] (sodium amide). Solvent: N (ammonia). Product: C(#N)C1C(C=2C1=CC(=CC2)OC)C (1-Cyano-2-methyl-5-methoxy-benzocyclobutene). RXN SMILES: [C:1]([CH2:3][CH:4]([C:6]1[CH:11]=[CH:10][C:9]([O:12][CH3:13])=[CH:8][C:7]=1Br)[CH3:5])#[N:2].[NH2-].[Na+]>N>[C:1]([CH:3]1[C:11]2=[CH:10][C:9]([O:12][CH3:13])=[CH:8][CH:7]=[C:6]2[CH:4]1[CH3:5])#[N:2] |f:1.2|. Procedure: The bromo compound of Step 3. above (60.4 g) is added dropwise to a refluxing solution of sodium amide (39.0 g) in liquid ammonia (600 ml) over a period of 30 min. The mixture is refluxed for three hours, quenched with ammonium chloride (50.8 g) and evaporated. The residue is taken up in H2O, extracted with CHCl3, the CHCl3 extract is washed with 5% aq. HCl, sat'd NaCl, dried and filtered. The filtrate is stirred with silica gel, filtered and the filtrate evaporated in vacuo yielding the desired... Reactants: C(C)OC(=O)C(C)OC1=NN(C=N1)C1=CC=C(C=C1)C (3-(1-ethoxycarbonylethoxy)-1-(4-methylphenyl)-1,2,4-1H-triazole), [OH-].[K+] (potassium hydroxide). The solvent is C(C)O (ethanol). Product: C(=O)(O)C(C)OC1=NN(C=N1)C1=CC=C(C=C1)C (3-(1-carboxyethoxy)-1-(4-methylphenyl)-1,2,4-1H-triazole). As a reaction SMILES: C([O:3][C:4]([CH:6]([O:8][C:9]1[N:13]=[CH:12][N:11]([C:14]2[CH:19]=[CH:18][C:17]([CH3:20])=[CH:16][CH:15]=2)[N:10]=1)[CH3:7])=[O:5])C.[OH-].[K+]>C(O)C>[C:4]([CH:6]([O:8][C:9]1[N:13]=[CH:12][N:11]([C:14]2[CH:15]=[CH:16][C:17]([CH3:20])=[CH:18][CH:19]=2)[N:10]=1)[CH3:7])([OH:5])=[O:3] |f:1.2|. Procedure: A 2.5 g portion of the compound of Example 11 was refluxed for 4 hours with 1 g of potassium hydroxide in 50 ml of ethanol, and the product was collected as described in Example 22 to obtain 2.0 g of the desired product, m.p. 163°-165°. Starting materials: BrC=1C=C2C(=NC1)N(N=C2C=O)C2OCCCC2 (5-bromo-1-(tetrahydro-2H-pyran-2-yl)-1H-pyrazolo[3,4-b]pyridine-3-carbaldehyde), [O-]P(=O)([O-])[O-].[K+].[K+].[K+] (K3PO4), N1=CC(=CC=C1)B(O)O (pyridin-3-ylboronic acid). The reagents and catalysts are C=1C=CC(=CC1)[P](C=2C=CC=CC2)(C=3C=CC=CC3)[Pd]([P](C=4C=CC=CC4)(C=5C=CC=CC5)C=6C=CC=CC6)([P](C=7C=CC=CC7)(C=8C=CC=CC8)C=9C=CC=CC9)[P](C=1C=CC=CC1)(C=1C=CC=CC1)C=1C=CC=CC1 (Pd(PPh3)4). The solvent is CN(C)C=O (DMF), O (water). Reaction conditions: temperature 90 celsius. Yields the product N1=CC(=CC=C1)C=1C=C2C(=NC1)N(N=C2C=O)C2OCCCC2 (5-(pyridin-3-yl)-1-(tetrahydro-2H-pyran-2-yl)-1H-pyrazolo[3,4-b]pyridine-3-carbaldehyde), solid. Isolated yield 87.6%. As a reaction SMILES: Br[C:2]1[CH:3]=[C:4]2[C:10]([CH:11]=[O:12])=[N:9][N:8]([CH:13]3[CH2:18][CH2:17][CH2:16][CH2:15][O:14]3)[C:5]2=[N:6][CH:7]=1.[O-]P([O-])([O-])=O.[K+].[K+].[K+].[N:27]1[CH:32]=[CH:31][CH:30]=[C:29](B(O)O)[CH:28]=1>CN(C=O)C.O.C1C=CC([P]([Pd]([P](C2C=CC=CC=2)(C2C=CC=CC=2)C2C=CC=CC=2)([P](C2C=CC=CC=2)(C2C=CC=CC=2)C2C=CC=CC=2)[P](C2C=CC=CC=2)(C2C=CC=CC=2)C2C=CC=CC=2)(C2C=CC=CC=2)C2C=CC=CC=2)=CC=1>[N:27]1[CH:32]=[CH:31][CH:30]=[C:29]([C:2]2[CH:3]=[C:4]3[C:10]([CH:11]=[O:12])=[N:9][N:8]([CH:13]4[CH2:18][CH2:17][CH2:16][CH2:15][O:14]4)[C:5]3=[N:6][CH:7]=2)[CH:28]=1 |f:1.2.3.4,^1:45,47,66,85|. Reported procedure: To a heterogeneous solution of 5-bromo-1-(tetrahydro-2H-pyran-2-yl)-1H-pyrazolo[3,4-b]pyridine-3-carbaldehyde (III) (328 mg, 1.05 mmol) and K3PO4 (334 mg, 1.57 mmol) in DMF (10 mL) and water (2 mL) was added pyridin-3-ylboronic acid (143 mg, 1.16 mmol). The solution was purged with argon by using argon/vacuum cycle (3×). Pd(PPh3)4 (36 mg, 0.03 mmol) was added to the solution and again purged with argon. The solution was heated at 90° C. for 4 h under argon. The DMF was removed under vacuum. The ... The reactants are BrC=1SC(=C(N1)Br)C=1N(C=CN1)COCC[Si](C)(C)C (2,4-dibromo-5-(1-((2-(trimethylsilyl)ethoxy)methyl)-1H-imidazol-2-yl)thiazole), C[Sn](C1=CC(=NC=C1)NC(C)=O)(C)C (N-[4-(trimethylstannyl)pyridin-2-yl]acetamide), [Cl-].[Li+] (lithium chloride). The reagents and catalysts are C=1C=CC(=CC1)[P](C=2C=CC=CC2)(C=3C=CC=CC3)[Pd]([P](C=4C=CC=CC4)(C=5C=CC=CC5)C=6C=CC=CC6)([P](C=7C=CC=CC7)(C=8C=CC=CC8)C=9C=CC=CC9)[P](C=1C=CC=CC1)(C=1C=CC=CC1)C=1C=CC=CC1 (tetrakis(triphenylphosphine)palladium(0)), [Cu]I (copper(I) iodide). Run in O1CCOCC1 (1,4-dioxane). Conditions: temperature 120 celsius. Yields the product BrC=1N=C(SC1C=1N(C=CN1)COCC[Si](C)(C)C)C1=CC(=NC=C1)NC(C)=O (N-(4-(4-bromo-5-(1-((2-(trimethylsilyl)ethoxy)methyl)-1H-imidazol-2-yl)thiazol-2-yl)pyridin-2-yl)acetamide). Yield: 66.1%. As a reaction SMILES: Br[C:2]1[S:3][C:4]([C:8]2[N:9]([CH2:13][O:14][CH2:15][CH2:16][Si:17]([CH3:20])([CH3:19])[CH3:18])[CH:10]=[CH:11][N:12]=2)=[C:5]([Br:7])[N:6]=1.C[Sn](C)(C)[C:23]1[CH:28]=[CH:27][N:26]=[C:25]([NH:29][C:30](=[O:32])[CH3:31])[CH:24]=1.[Cl-].[Li+]>O1CCOCC1.C1C=CC([P]([Pd]([P](C2C=CC=CC=2)(C2C=CC=CC=2)C2C=CC=CC=2)([P](C2C=CC=CC=2)(C2C=CC=CC=2)C2C=CC=CC=2)[P](C2C=CC=CC=2)(C2C=CC=CC=2)C2C=CC=CC=2)(C2C=CC=CC=2)C2C=CC=CC=2)=CC=1.[Cu]I>[Br:7][C:5]1[N:6]=[C:2]([C:23]2[CH:28]=[CH:27][N:26]=[C:25]([NH:29][C:30](=[O:32])[CH3:31])[CH:24]=2)[S:3][C:4]=1[C:8]1[N:9]([CH2:13][O:14][CH2:15][CH2:16][Si:17]([CH3:20])([CH3:19])[CH3:18])[CH:10]=[CH:11][N:12]=1 |f:2.3,^1:46,48,67,86|. Reported procedure: A mixture of 2,4-dibromo-5-(1-((2-(trimethylsilyl)ethoxy)methyl)-1H-imidazol-2-yl)thiazole (13.62 g, 31.01 mmol), N-[4-(trimethylstannyl)pyridin-2-yl]acetamide (11.1 g, 37.2 mmol), tetrakis(triphenylphosphine)palladium(0) (1.792 g, 1.550 mmol), copper(I) iodide (1.772 g, 9.302 mmol) and lithium chloride (3.944 g, 93.02 mmol) in 1,4-dioxane (569 mL) was degassed with argon. The mixture was sonicated for 20 min and then heated at 120° C. for 5 hrs. Solvent was evaporated and the crude reaction mix...